From a dataset of the Open Reaction Database (ORD), a public repository of structured organic reaction records. describe an organic reaction: reactants, conditions, products, and yield The reactants are CN(C)c1cccc2cccc(N(C)C)c12, COc1ccc(C(F)(F)F)cc1N, O=C(Cl)OC(Cl)(Cl)Cl, ClCCl. Yields the product COc1ccc(C(F)(F)F)cc1N=C=O. As a reaction SMILES: [CH3:14][N:15]([CH3:16])[c:17]1[c:18]2[c:19]([cH:20][cH:21][cH:22][c:23]2[N:24]([CH3:25])[CH3:26])[cH:27][cH:28][cH:29]1.[CH3:1][O:2][c:3]1[c:4]([NH2:5])[cH:6][c:7]([C:10]([F:11])([F:12])[F:13])[cH:8][cH:9]1.[Cl:30][C:31](=[O:32])[O:33][C:34]([Cl:35])([Cl:36])[Cl:37].[Cl:38][CH2:39][Cl:40]>>[CH3:1][O:2][c:3]1[c:4]([N:5]=[C:31]=[O:32])[cH:6][c:7]([C:10]([F:11])([F:12])[F:13])[cH:8][cH:9]1. Reactants: CCBr, CN1CCC(Cl)CC1, [Cl-], Cl, N#Cc1ccccc1F, [Mg], [NH4+], C1CCOC1, O. The product is CN1CCC(C(=O)c2ccccc2F)CC1, Cl. As a reaction SMILES: [CH2:2]([Br:3])[CH3:4].[CH3:5][N:6]1[CH2:7][CH2:8][CH:9]([Cl:12])[CH2:10][CH2:11]1.[Cl-:22].[ClH:24].[F:13][c:14]1[c:15]([C:16]#[N:17])[cH:18][cH:19][cH:20][cH:21]1.[Mg:1].[NH4+:23].[O:25]1[CH2:26][CH2:27][CH2:28][CH2:29]1.[OH2:30]>>[CH3:5][N:6]1[CH2:7][CH2:8][CH:9]([C:16]([c:15]2[c:14]([F:13])[cH:21][cH:20][cH:19][cH:18]2)=[O:25])[CH2:10][CH2:11]1.[ClH:12]. Reactants: Cc1c(CCC(=O)O)c[nH]c1C=O, C1CCNCC1, COc1cccc(-c2ccc3c(c2)NC(=O)C3)c1, CCO. The product is COc1cccc(-c2ccc3c(c2)NC(=O)C3=Cc2[nH]cc(CCC(=O)O)c2C)c1. Reaction SMILES: [C:1](=[O:2])([OH:3])[CH2:4][CH2:5][c:6]1[c:7]([CH3:13])[c:8]([CH:11]=[O:12])[nH:9][cH:10]1.[CH2:32]1[CH2:33][CH2:34][NH:35][CH2:36][CH2:37]1.[CH3:14][O:15][c:16]1[cH:17][c:18](-[c:22]2[cH:23][cH:24][c:25]3[c:29]([cH:30]2)[NH:28][C:27](=[O:31])[CH2:26]3)[cH:19][cH:20][cH:21]1.[CH3:38][CH2:39][OH:40]>>[C:1](=[O:2])([OH:3])[CH2:4][CH2:5][c:6]1[c:7]([CH3:13])[c:8]([CH:11]=[C:26]2[c:25]3[cH:24][cH:23][c:22](-[c:18]4[cH:17][c:16]([O:15][CH3:14])[cH:21][cH:20][cH:19]4)[cH:30][c:29]3[NH:28][C:27]2=[O:31])[nH:9][cH:10]1. Reactants: OC=1C=CC2=C(C1)[C@H]1CN(CC[C@H]1CO2)C ((±)-[4aR*,10bS*]-1,3,4,4a,5,10b-hexahydro-9-hydroxy-2-methyl-2H-[1]benzopyrano[4,3-c]pyridine), C(CC1=CC=CC=C1)O (phenethyl alcohol). The product is C1(=CC=CC=C1)CCOC=1C=CC2=C(C1)[C@H]1CN(CC[C@H]1CO2)C ((±)-[4aR*,10bS*]-1,3,4,4a,5,10b-Hexahydro-9-(phenylethyloxy)-2-methyl-2H-[1]benzopyrano[4,3-c]pyridine). As a reaction SMILES: [OH:1][C:2]1[CH:3]=[CH:4][C:5]2[O:15][CH2:14][C@H:13]3[C@H:8]([CH2:9][N:10]([CH3:16])[CH2:11][CH2:12]3)[C:6]=2[CH:7]=1.[CH2:17](O)[CH2:18][C:19]1[CH:24]=[CH:23][CH:22]=[CH:21][CH:20]=1>>[C:19]1([CH2:18][CH2:17][O:1][C:2]2[CH:3]=[CH:4][C:5]3[O:15][CH2:14][C@H:13]4[C@H:8]([CH2:9][N:10]([CH3:16])[CH2:11][CH2:12]4)[C:6]=3[CH:7]=2)[CH:24]=[CH:23][CH:22]=[CH:21][CH:20]=1. Procedure details: A mixture of 0.2 g (±)-[4aR*,10bS*]-1,3,4,4a,5,10b-hexahydro-9-hydroxy-2-methyl-2H-[1]benzopyrano[4,3-c]pyridine (m.p. of HCl salt 268°-269° ), 0.215 ml phenethyl alcohol and 0.3 g dicyclohexylcarboddiimide is heated under nitrogen for 18 hours at 130°. The cooled reaction mixture is flash chromatographed with CH2Cl2 /methanol (20:1) to yield the title compound; m.p. HCl salt 204°. The reactants are CC(=O)Cl, ClCCl, NC(=O)c1cccc2oc(-c3ccc(N)cc3)nc12, c1ccncc1. Product: CC(=O)Nc1ccc(-c2nc3c(C(N)=O)cccc3o2)cc1. As a reaction SMILES: [CH3:26][C:27]([Cl:28])=[O:29].[Cl:30][CH2:31][Cl:32].[NH2:1][c:2]1[cH:3][cH:4][c:5](-[c:8]2[o:9][c:10]3[c:11]([n:12]2)[c:13]([C:17](=[O:18])[NH2:19])[cH:14][cH:15][cH:16]3)[cH:6][cH:7]1.[cH:20]1[cH:21][cH:22][n:23][cH:24][cH:25]1>>[NH:1]([c:2]1[cH:3][cH:4][c:5](-[c:8]2[o:9][c:10]3[c:11]([n:12]2)[c:13]([C:17](=[O:18])[NH2:19])[cH:14][cH:15][cH:16]3)[cH:6][cH:7]1)[C:27]([CH3:26])=[O:29]. The reactants are CC1C(CCC1=O)=O (2-methylcyclopentane-1,3-dione), ice, [Na] (sodium), Cl (hydrochloric acid), methiodide, C(C)N(CCC(CCCC1=CC(=CC=C1)OC)=O)CC (1-diethylamino-6-m- methoxyphenylhexan-3-one). The solvent is [Cl-].[Na+].O (brine), CCOCC (ether), CO (methanol). Yields the product crude adduct, COC=1C=C(C=CC1)CCCC(CCC1(C(CCC1=O)=O)C)=O (2-(6-m-methoxyphenyl-3-oxohexyl)-2-methylcyclopentane-1,3-dione). Reaction SMILES: C(N(CC)[CH2:4][CH2:5][C:6](=[O:18])[CH2:7][CH2:8][CH2:9][C:10]1[CH:15]=[CH:14][CH:13]=[C:12]([O:16][CH3:17])[CH:11]=1)C.[CH3:21][CH:22]1[C:26](=[O:27])[CH2:25][CH2:24][C:23]1=[O:28].[Na].Cl>CO.[Cl-].[Na+].O.CCOCC>[CH3:17][O:16][C:12]1[CH:11]=[C:10]([CH2:9][CH2:8][CH2:7][C:6](=[O:18])[CH2:5][CH2:4][C:22]2([CH3:21])[C:26](=[O:27])[CH2:25][CH2:24][C:23]2=[O:28])[CH:15]=[CH:14][CH:13]=1 |f:5.6.7,^1:28|. Procedure details: Add the crude methiodide of 1-diethylamino-6-m- methoxyphenylhexan-3-one (2.5 g) in methanol (10 cc) ice-cold to a solution obtained by adding 2-methylcyclopentane-1,3-dione (0.5 g) to an ice-cold solution of sodium (0.21 g) in methaol (10 cc). Allow the reaction mixture to warm to room temperature and leave for 16 hours, after which add N hydrochloric acid (10 cc) and saturated brine (100 cc), and ether-extract the solution. Evaporate the washed and dried extracts to obtain the crude adduct 2-(... Reactants: C(CCCCCCCCCCCCCCC)OCC(CC)C(OS(=O)(=O)C=1C(=CC=CC1)C)OCC1=CC=CC=C1 (3-[(hexadecyloxy)methyl]-4-(phenylmethoxy)-4-toluenesulfonyloxybutane), [I-].[Na+] (sodium iodide), CC(=O)C (acetone). Solvent: O (water). Yields the product CCC(CCCCCCCCCCCCC)OCC(COCC1=CC=CC=C1)CI ([[(3-Hexadecyloxy)-2-(iodomethyl)propoxy]methyl]benzene). As a reaction SMILES: [CH2:1]([O:17][CH2:18][CH:19]([CH:22]([O:34][CH2:35][C:36]1[CH:41]=[CH:40][CH:39]=[CH:38][CH:37]=1)OS(C1C(C)=CC=CC=1)(=O)=O)[CH2:20]C)[CH2:2][CH2:3][CH2:4][CH2:5][CH2:6][CH2:7][CH2:8][CH2:9][CH2:10][CH2:11][CH2:12][CH2:13][CH2:14]CC.[I-:42].[Na+].C[C:45]([CH3:47])=O>O>[CH3:45][CH2:47][CH:1]([O:17][CH2:18][CH:19]([CH2:20][I:42])[CH2:22][O:34][CH2:35][C:36]1[CH:37]=[CH:38][CH:39]=[CH:40][CH:41]=1)[CH2:2][CH2:3][CH2:4][CH2:5][CH2:6][CH2:7][CH2:8][CH2:9][CH2:10][CH2:11][CH2:12][CH2:13][CH3:14] |f:1.2|. Procedure details: A mixture of 5.3g of 3-[(hexadecyloxy)methyl]-4-(phenylmethoxy)-4-toluenesulfonyloxybutane, 4.2 g of sodium iodide and 50 ml of acetone is stirred at reflux for 2 days, then poured into water and extracted with dichloromethane. The extract is washed with saturated aqueous sodium bisulfite, dried and evaporated. The residue is purified by chromatography, to give 3.5 g of the desired compound as a light yellow oil. Starting materials: C(C)OC(C=CC=1SC(=C(C1)CC(=O)OCC)[N+](=O)[O-])=O (Ethyl-4-[(ethoxycarbonyl)methyl]-5-nitro-2-thiopheneacrylate), reduced iron. Reagents/catalysts: O.O.O.O.O.O.O.S(=O)(=O)([O-])[O-].[Fe+2] (iron sulfate heptahydrate). The solvent is O1CCOCC1 (dioxan). The product is C(C)OC(C=CC=1SC(=C(C1)CC(=O)OCC)N)=O (3-(5-amino-4-ethoxycarbonylmethyl-thiophen-2-yl)-acrylic acid ethyl ester). Yield: 71.5%. Reaction SMILES: [CH2:1]([O:3][C:4](=[O:21])[CH:5]=[CH:6][C:7]1[S:8][C:9]([N+:18]([O-])=O)=[C:10]([CH2:12][C:13]([O:15][CH2:16][CH3:17])=[O:14])[CH:11]=1)[CH3:2]>O1CCOCC1.O.O.O.O.O.O.O.S([O-])([O-])(=O)=O.[Fe+2]>[CH2:1]([O:3][C:4](=[O:21])[CH:5]=[CH:6][C:7]1[S:8][C:9]([NH2:18])=[C:10]([CH2:12][C:13]([O:15][CH2:16][CH3:17])=[O:14])[CH:11]=1)[CH3:2] |f:2.3.4.5.6.7.8.9.10|. Reported procedure: Ethyl-4-[(ethoxycarbonyl)methyl]-5-nitro-2-thiopheneacrylate (230 mg, 0.74 mmol) was dissolved in aqueous dioxan (6 ml, 5:1 dioxan/water) and treated with reduced iron powder (0.4 g, 7.2 mmol) and iron sulfate heptahydrate (50 mg, 0.18 mmol). The reaction mixture was refluxed for 1 hour then filtered through celite and washed through with diethyl ether. The combined organics were then washed with saturated sodium hydrogen carbonate, saturated sodium chloride, dried over magnesium sulfate and eva... The reactants are C(C)(C)(C)OC(=O)N[C@H](C(=O)NCC(=O)OCC1=CC=CC=C1)CC1=NC=CC=C1 (benzyl [[(2S)-2-[(tert-butoxycarbonyl)amino]-3-(2-pyridyl)propanoyl]amino]acetate), Cl (hydrogen chloride). The solvent is C(C)(=O)OCC (ethyl acetate), C(C)(=O)OCC (ethyl acetate), C(C)(=O)OCC (ethyl acetate). Run at time 3 hour. Product: Cl.Cl.N[C@H](C(=O)NCC(=O)OCC1=CC=CC=C1)CC1=NC=CC=C1 (Benzyl [[(2S)-2-amino-3-(2-pyridyl)propanoyl]amino]acetate dihydrochloride). Reaction SMILES: C(OC([NH:8][C@@H:9]([CH2:24][C:25]1[CH:30]=[CH:29][CH:28]=[CH:27][N:26]=1)[C:10]([NH:12][CH2:13][C:14]([O:16][CH2:17][C:18]1[CH:23]=[CH:22][CH:21]=[CH:20][CH:19]=1)=[O:15])=[O:11])=O)(C)(C)C.[ClH:31]>C(OCC)(=O)C>[ClH:31].[ClH:31].[NH2:8][C@@H:9]([CH2:24][C:25]1[CH:30]=[CH:29][CH:28]=[CH:27][N:26]=1)[C:10]([NH:12][CH2:13][C:14]([O:16][CH2:17][C:18]1[CH:19]=[CH:20][CH:21]=[CH:22][CH:23]=1)=[O:15])=[O:11] |f:3.4.5|. Procedure details: To a solution of benzyl [[(2S)-2-[(tert-butoxycarbonyl)amino]-3-(2-pyridyl)propanoyl]amino]acetate (73.8 g) in ethyl acetate (150 ml) was added dropwise 4N hydrogen chloride in ethyl acetate (669 ml) at 10° C. over 30 minutes. The mixture was warmed to room temperature and stirred for 3 hours. The mixture was diluted with ethyl acetate (300 ml). The resulting precipitate was collected by filtration, washed with ethyl acetate (700 ml), and dried in vacuo to give the title compound.